Dataset: the Open Reaction Database (ORD), a public repository of structured organic reaction records. Task: describe an organic reaction: reactants, conditions, products, and yield Reactants: ClS(=O)(=O)C1=CC=2C3=C(C(NC2C=C1)=O)NC=C3C(=O)O (8-chlorosulfonyl-4-oxo-4,5-dihydro-3H-pyrrolo[2,3-c]quinoline-1-carboxylic acid), C1(CCCCCC1)N (cycloheptylamine). Yields the product C1(CCCCCC1)NS(=O)(=O)C1=CC=2C3=C(C(NC2C=C1)=O)NC=C3.C(C)C(=O)[O-] (8-cycloheptylsulfamoyl-4-oxo-4,5-dihydro-3H-pyrrolo[2,3-c]quinoline 1-ethyl carboxylate). Yield: 15.1%. RXN SMILES: Cl[S:2]([C:5]1[CH:14]=[CH:13][C:12]2[NH:11][C:10](=[O:15])[C:9]3[NH:16][CH:17]=[C:18]([C:19]([OH:21])=[O:20])[C:8]=3[C:7]=2[CH:6]=1)(=[O:4])=[O:3].[CH:22]1([NH2:29])[CH2:28][CH2:27][CH2:26][CH2:25][CH2:24][CH2:23]1>>[CH:22]1([NH:29][S:2]([C:5]2[CH:14]=[CH:13][C:12]3[NH:11][C:10](=[O:15])[C:9]4[NH:16][CH:17]=[CH:18][C:8]=4[C:7]=3[CH:6]=2)(=[O:3])=[O:4])[CH2:28][CH2:27][CH2:26][CH2:25][CH2:24][CH2:23]1.[CH2:18]([C:19]([O-:21])=[O:20])[CH3:17] |f:2.3|. Procedure details: This compound is prepared according to synthesis 25, from 150 mg (0.46 mmol) of 8-chlorosulfonyl-4-oxo-4,5-dihydro-3H-pyrrolo[2,3-c]quinoline-1-carboxylic acid (synthesis 2) and 70 μL (0.55 mmol) of cycloheptylamine. After purification by chromatography on silica gel (dichloromethane/methanol 96/4) then trituration in diethyl ether, 15 mg (8%) of 8-cycloheptylsulfamoyl-4-oxo-4,5-dihydro-3H-pyrrolo[2,3-c]quinoline-1-ethyl carboxylate is obtained in the form of a white solid. Reaction SMILES: [C:1](#[N:2])[c:3]1[cH:4][c:5]([F:41])[c:6]([NH:9][C:10](=[O:11])[CH:12]2[CH:13]([c:33]3[c:34]([F:40])[c:35]([Cl:39])[cH:36][cH:37][cH:38]3)[C:14]3([C:15](=[O:25])[NH:16][c:17]4[cH:18][c:19]([Cl:24])[cH:20][c:21]([F:23])[c:22]43)[CH:26]([CH2:28][C:29]([CH3:30])([CH3:31])[CH3:32])[NH:27]2)[cH:7][cH:8]1.[CH3:46][S:47]([CH3:48])=[O:49].[Na+:45].[OH-:44].[OH:42][OH:43]>>[C:1]([NH2:2])([c:3]1[cH:4][c:5]([F:41])[c:6]([NH:9][C:10](=[O:11])[CH:12]2[CH:13]([c:33]3[c:34]([F:40])[c:35]([Cl:39])[cH:36][cH:37][cH:38]3)[C:14]3([C:15](=[O:25])[NH:16][c:17]4[cH:18][c:19]([Cl:24])[cH:20][c:21]([F:23])[c:22]43)[CH:26]([CH2:28][C:29]([CH3:30])([CH3:31])[CH3:32])[NH:27]2)[cH:7][cH:8]1)=[O:42]. The reactants are CC(C)(C)CC1NC(C(=O)Nc2ccc(C#N)cc2F)C(c2cccc(Cl)c2F)C12C(=O)Nc1cc(Cl)cc(F)c12, CS(C)=O, [Na+], [OH-], OO. Yields the product CC(C)(C)CC1NC(C(=O)Nc2ccc(C(N)=O)cc2F)C(c2cccc(Cl)c2F)C12C(=O)Nc1cc(Cl)cc(F)c12. The reactants are O=C([O-])[O-], CI, CCCCCC, CCCn1c(=O)c2[nH]c(-c3cnn(CC#Cc4ccc(F)cc4)c3)nc2n(CCC)c1=O, [K+], [K+], CN(C)C=O, O. Product: CCCn1c(=O)c2c(nc(-c3cnn(CC#Cc4ccc(F)cc4)c3)n2C)n(CCC)c1=O. Reaction SMILES: [C:33](=[O:34])([O-:35])[O-:36].[CH3:39][I:40].[CH3:47][CH2:48][CH2:49][CH2:50][CH2:51][CH3:52].[F:1][c:2]1[cH:3][cH:4][c:5]([C:8]#[C:9][CH2:10][n:11]2[n:12][cH:13][c:14](-[c:16]3[n:17][c:18]4[n:19]([CH2:30][CH2:31][CH3:32])[c:20](=[O:29])[n:21]([CH2:26][CH2:27][CH3:28])[c:22](=[O:25])[c:23]4[nH:24]3)[cH:15]2)[cH:6][cH:7]1.[K+:37].[K+:38].[O:41]=[CH:42][N:43]([CH3:44])[CH3:45].[OH2:46]>>[F:1][c:2]1[cH:3][cH:4][c:5]([C:8]#[C:9][CH2:10][n:11]2[n:12][cH:13][c:14](-[c:16]3[n:17][c:18]4[n:19]([CH2:30][CH2:31][CH3:32])[c:20](=[O:29])[n:21]([CH2:26][CH2:27][CH3:28])[c:22](=[O:25])[c:23]4[n:24]3[CH3:33])[cH:15]2)[cH:6][cH:7]1. Reactants: CCOC(=O)CCCCON=C(c1cccnc1)C(C)(C)c1cccnc1, Cl, [Na+], [OH-]. Product: CC(C)(C(=NOCCCCC(=O)O)c1cccnc1)c1cccnc1. Reaction SMILES: [CH3:1][C:2]([C:3]([c:4]1[cH:5][n:6][cH:7][cH:8][cH:9]1)=[N:10][O:11][CH2:12][CH2:13][CH2:14][CH2:15][C:16](=[O:17])[O:18][CH2:19][CH3:20])([CH3:21])[c:22]1[cH:23][n:24][cH:25][cH:26][cH:27]1.[ClH:30].[Na+:29].[OH-:28]>>[CH3:1][C:2]([C:3]([c:4]1[cH:5][n:6][cH:7][cH:8][cH:9]1)=[N:10][O:11][CH2:12][CH2:13][CH2:14][CH2:15][C:16](=[O:17])[OH:18])([CH3:21])[c:22]1[cH:23][n:24][cH:25][cH:26][cH:27]1. The reactants are CCOC(=O)c1nc(SC)sc1C(=O)NC(C)(C)C, CCO, [K+], [OH-], O, O. Yields the product CSc1nc(C(=O)O)c(C(=O)NC(C)(C)C)s1. As a reaction SMILES: [C:3]([CH3:4])([CH3:5])([CH3:6])[NH:7][C:8](=[O:9])[c:10]1[c:11]([C:17](=[O:18])[O:19][CH2:20][CH3:21])[n:12][c:13]([S:15][CH3:16])[s:14]1.[CH2:23]([OH:24])[CH3:25].[K+:2].[OH-:1].[OH2:22].[OH2:26]>>[C:3]([CH3:4])([CH3:5])([CH3:6])[NH:7][C:8](=[O:9])[c:10]1[c:11]([C:17](=[O:18])[OH:19])[n:12][c:13]([S:15][CH3:16])[s:14]1. RXN SMILES: [NH2:1][C:2]1[CH:3]=[N:4][CH:5]=[C:6]([F:32])[C:7]=1[C:8]#[C:9][C@H:10]1[O:15][CH2:14][C@@H:13]([CH2:16][O:17][Si:18]([C:21]([CH3:24])([CH3:23])[CH3:22])([CH3:20])[CH3:19])[N:12]([C:25]([O:27][C:28]([CH3:31])([CH3:30])[CH3:29])=[O:26])[CH2:11]1>[Pt](=O)=O>[NH2:1][C:2]1[CH:3]=[N:4][CH:5]=[C:6]([F:32])[C:7]=1[CH2:8][CH2:9][C@H:10]1[O:15][CH2:14][C@@H:13]([CH2:16][O:17][Si:18]([C:21]([CH3:24])([CH3:23])[CH3:22])([CH3:20])[CH3:19])[N:12]([C:25]([O:27][C:28]([CH3:31])([CH3:30])[CH3:29])=[O:26])[CH2:11]1. Isolated yield 68.6%. The product is NC=1C=NC=C(C1CC[C@@H]1CN([C@@H](CO1)CO[Si](C)(C)C(C)(C)C)C(=O)OC(C)(C)C)F (tert-Butyl (2R,5S)-2-[2-(3-amino-5-fluoropyridin-4-yl)ethyl]-5-({[tert-butyl(dimethyl)silyl]oxy}methyl)morpholine-4-carboxylate). The reactants are NC=1C=NC=C(C1C#C[C@@H]1CN([C@@H](CO1)CO[Si](C)(C)C(C)(C)C)C(=O)OC(C)(C)C)F (tert-Butyl (2R,5S)-2-[(3-amino-5-fluoropyridin-4-yl)ethynyl]-5-({[tert-butyl(dimethyl)silyl]oxy}methyl)morpholine-4-carboxylate). Reported procedure: Platinum(IV) oxide (0.536 g, 2.36 mmol) was suspended in nitrogen degassed trifluororoethanol. tert-Butyl (2R,5S)-2-[(3-amino-5-fluoropyridin-4-yl)ethynyl]-5-({[tert-butyl(dimethyl)silyl]oxy}methyl)morpholine-4-carboxylate (2.20 g, 4.72 mmol) (68% pure) was dissolved in nitrogen degassed trifluorethanol (94 mL) and added to the suspension of platinum oxide. The reaction was shaken on the Parr at 50 psi hydrogen for 24 hr. The reaction was degassed with nitrogen, filtered through celite and the s... Conditions: time 24 hour. The reagents and catalysts are [Pt](=O)=O (Platinum(IV) oxide). Reactants: O=C1CCC(=O)N1Br, CN1CCCC1=O, COc1ccc2nc(Cl)sc2c1, O. Product: COc1ccc2nc(Cl)sc2c1Br. Reaction SMILES: [Br:13][N:14]1[C:15](=[O:16])[CH2:17][CH2:18][C:19]1=[O:20].[CH3:21][N:22]1[CH2:23][CH2:24][CH2:25][C:26]1=[O:27].[Cl:1][c:2]1[s:3][c:4]2[c:5]([n:6]1)[cH:7][cH:8][c:9]([O:11][CH3:12])[cH:10]2.[OH2:28]>>[Cl:1][c:2]1[s:3][c:4]2[c:5]([n:6]1)[cH:7][cH:8][c:9]([O:11][CH3:12])[c:10]2[Br:13]. Starting materials: C1CCOC1, O=C(O)C(F)(F)F, [Li+], [OH-], O, COC(=O)CC1Cc2ccc(OCCCNc3ccccn3)cc2CN(C)C1=O. Yields the product CN1Cc2cc(OCCCNc3ccccn3)ccc2CC(CC(=O)O)C1=O. As a reaction SMILES: [CH2:39]1[O:40][CH2:41][CH2:42][CH2:43]1.[F:32][C:33]([F:34])([F:35])[C:36]([OH:37])=[O:38].[Li+:2].[OH-:1].[OH2:44].[n:3]1[c:4]([NH:9][CH2:10][CH2:11][CH2:12][O:13][c:14]2[cH:15][c:16]3[c:17]([cH:30][cH:31]2)[CH2:18][CH:19]([CH2:25][C:26](=[O:27])[O:28][CH3:29])[C:20](=[O:24])[N:21]([CH3:23])[CH2:22]3)[cH:5][cH:6][cH:7][cH:8]1>>[n:3]1[c:4]([NH:9][CH2:10][CH2:11][CH2:12][O:13][c:14]2[cH:15][c:16]3[c:17]([cH:30][cH:31]2)[CH2:18][CH:19]([CH2:25][C:26](=[O:27])[OH:28])[C:20](=[O:24])[N:21]([CH3:23])[CH2:22]3)[cH:5][cH:6][cH:7][cH:8]1.